This data is from the Open Reaction Database (ORD), a public repository of structured organic reaction records. The task is: describe an organic reaction: reactants, conditions, products, and yield The reactants are [OH-].[K+] (potassium hydroxide), O (water), C1(CCCCC1)O (cyclohexanol), C#C (ethyne), mixture, [K] (potassium), C1(CCCCC1)O (cyclohexanol), C#C (ethyne). Run at temperature 159 celsius. Yields the product C1(CCCCC1)OC=C (vinyl cyclohexyl ether), C1(CCCCC1)O (cyclohexanol). RXN SMILES: [K].[OH-].[K+].O.[CH:5]#[CH:6].[CH:7]1([OH:13])[CH2:12][CH2:11][CH2:10][CH2:9][CH2:8]1>>[CH:7]1([O:13][CH:5]=[CH2:6])[CH2:12][CH2:11][CH2:10][CH2:9][CH2:8]1.[CH:7]1([OH:13])[CH2:12][CH2:11][CH2:10][CH2:9][CH2:8]1 |f:1.2,^1:0|. Procedure: A jet loop reactor having an internal volume of about 10.5 l and equipped with a jet nozzle fitted at the head of the reactor and an external circulation pump was charged with about 10.5 kg of a mixture of 5% by weight of potassium cyclohexoxide in cyclohexanol, which was prepared by reaction of cyclohexanol with potassium hydroxide and subsequent distillative removal of the water formed in the reaction. After heating to 159° C., the system was pressurized with ethyne to 2.0 MPa absolute. The re...